This data is from the Open Reaction Database (ORD), a public repository of structured organic reaction records. The task is: describe an organic reaction: reactants, conditions, products, and yield Solvent: C1CCOC1 (THF). Reaction SMILES: [CH3:1][N:2]1[C:6]2[CH:7]=[CH:8][C:9]([C:11](OC)=[O:12])=[CH:10][C:5]=2[N:4]=[CH:3]1.[H-].[H-].[H-].[H-].[Li+].[Al+3].[OH-].[Na+]>C1COCC1>[OH:12][CH2:11][C:9]1[CH:8]=[CH:7][C:6]2[N:2]([CH3:1])[CH:3]=[N:4][C:5]=2[CH:10]=1 |f:1.2.3.4.5.6,7.8|. Run at time 2 hour. Yield: 58.6%. Reactants: CN1C=NC2=C1C=CC(=C2)C(=O)OC (methyl 1-methylbenzimidazole-5-carboxylate), [H-].[H-].[H-].[H-].[Li+].[Al+3] (LiAlH4), [OH-].[Na+] (NaOH). Procedure: A solution of methyl 1-methylbenzimidazole-5-carboxylate (1.6 g, 8.42 mmol) in dry THF (80 mL) was treated with LiAlH4 (1.59 g, 42.1 mmol) and the mixture stirred for 2 hours. 1.5 mL of 5% NaOH solution was then added, and the solid which precipitated was filtered through diatomaceous earth. The filtrate was collected and the solvent removed under reduced pressure to give 0.8 g of the title compound. The product is OCC1=CC2=C(N(C=N2)C)C=C1 (5-Hydroxymethyl-1-methylbenzimidazole).